Dataset: the Open Reaction Database (ORD), a public repository of structured organic reaction records. Task: describe an organic reaction: reactants, conditions, products, and yield Starting materials: C(C)(C)(CC)C1=CC=C(C=C1)C=C(CO)C (3-(p-tert.amyl-phenyl)-2-methyl-allyl alcohol), [H][H] (hydrogen). Reagents/catalysts: [Pd] (palladium/carbon). Solvent: alcohol. Yields the product C(C)(C)(CC)C1=CC=C(C=C1)CC(CO)C (3-(p-tert.amyl-phenyl)-2-methyl-propanol). RXN SMILES: [C:1]([C:6]1[CH:11]=[CH:10][C:9]([CH:12]=[C:13]([CH3:16])[CH2:14][OH:15])=[CH:8][CH:7]=1)([CH2:4][CH3:5])([CH3:3])[CH3:2].[H][H]>[Pd]>[C:1]([C:6]1[CH:7]=[CH:8][C:9]([CH2:12][CH:13]([CH3:16])[CH2:14][OH:15])=[CH:10][CH:11]=1)([CH2:4][CH3:5])([CH3:2])[CH3:3]. Reported procedure: 70 g of 3-(p-tert.amyl-phenyl)-2-methyl-allyl alcohol are dissolved in 700 ml of alcohol, treated with 7 g of 5% palladium/carbon and hydrogenated until the hydrogen uptake has been completed. The catalyst is subsequently filtered and the alcohol is evaporated. By distillation there is obtained pure 3-(p-tert.amyl-phenyl)-2-methyl-propanol of boiling point 124°-129° C./0.04 Torr. The reactants are ClC1=C(C(=O)O)C=C(C=C1)[N+](=O)[O-] (2-chloro-5-nitrobenzoic acid), C(C1=CC=CC=C1)N (benzylamine). Solvent: C(C)O (ethanol). Reaction conditions: time 1 hour. Product: C(C1=CC=CC=C1)NC1=C(C(=O)O)C=C(C=C1)[N+](=O)[O-] (2-benzylamino-5-nitrobenzoic acid). Isolated yield 71.1%. As a reaction SMILES: Cl[C:2]1[CH:10]=[CH:9][C:8]([N+:11]([O-:13])=[O:12])=[CH:7][C:3]=1[C:4]([OH:6])=[O:5].[CH2:14]([NH2:21])[C:15]1[CH:20]=[CH:19][CH:18]=[CH:17][CH:16]=1>C(O)C>[CH2:14]([NH:21][C:2]1[CH:10]=[CH:9][C:8]([N+:11]([O-:13])=[O:12])=[CH:7][C:3]=1[C:4]([OH:6])=[O:5])[C:15]1[CH:20]=[CH:19][CH:18]=[CH:17][CH:16]=1. Reported procedure: A solution of 2-chloro-5-nitrobenzoic acid (5.0 g) and benzylamine (15.0 g) in ethanol (40 ml) is refluxed for 10 hours and then concentrated under reduced pressure. To the residue is added water (100 ml), and the resulting solution is adjusted to the pH of about 4 with acetic acid and stirred for 1 hour. The precipitate is collected and recrystallized from ethanol to give the title compound (4.8 g), mp 238°-248° C. The reactants are C1CCOC1, COC(=O)c1cc(Cl)c(Oc2cc(C)c(O)c(C(C)C)c2)c(Cl)c1C, [Li+], [OH-], O, O. Product: Cc1cc(Oc2c(Cl)cc(C(=O)O)c(C)c2Cl)cc(C(C)C)c1O. As a reaction SMILES: [CH2:29]1[O:30][CH2:31][CH2:32][CH2:33]1.[Cl:1][c:2]1[c:3]([CH3:25])[c:4]([C:5](=[O:6])[O:7][CH3:8])[cH:9][c:10]([Cl:24])[c:11]1[O:12][c:13]1[cH:14][c:15]([CH3:23])[c:16]([OH:22])[c:17]([CH:19]([CH3:20])[CH3:21])[cH:18]1.[Li+:27].[OH-:26].[OH2:28].[OH2:34]>>[Cl:1][c:2]1[c:3]([CH3:25])[c:4]([C:5](=[O:6])[OH:7])[cH:9][c:10]([Cl:24])[c:11]1[O:12][c:13]1[cH:14][c:15]([CH3:23])[c:16]([OH:22])[c:17]([CH:19]([CH3:20])[CH3:21])[cH:18]1. Reactants: BrC1=C(CN2C(=NC3=C2C=C(C=C3)O)C3=CC(=C(C(=C3)OC)OC)OC)C=CC=C1 (1-(2-bromobenzyl)-2-(3,4,5-trimethoxyphenyl)-6-hydroxybenzimidazole), CN(C)CCCCl (3-(N,N-dimethylamino)propyl chloride). Yields the product BrC1=C(CN2C(=NC3=C2C=C(C=C3)OCCCN(C)C)C3=CC(=C(C(=C3)OC)OC)OC)C=CC=C1 (1-(2-bromobenzyl)-2-(3,4,5-trimethoxyphenyl)-6-[3-(N,N-dimethylamino)propoxy]benzimidazole). RXN SMILES: [Br:1][C:2]1[CH:30]=[CH:29][CH:28]=[CH:27][C:3]=1[CH2:4][N:5]1[C:9]2[CH:10]=[C:11]([OH:14])[CH:12]=[CH:13][C:8]=2[N:7]=[C:6]1[C:15]1[CH:20]=[C:19]([O:21][CH3:22])[C:18]([O:23][CH3:24])=[C:17]([O:25][CH3:26])[CH:16]=1.[CH3:31][N:32]([CH2:34][CH2:35][CH2:36]Cl)[CH3:33]>>[Br:1][C:2]1[CH:30]=[CH:29][CH:28]=[CH:27][C:3]=1[CH2:4][N:5]1[C:9]2[CH:10]=[C:11]([O:14][CH2:36][CH2:35][CH2:34][N:32]([CH3:33])[CH3:31])[CH:12]=[CH:13][C:8]=2[N:7]=[C:6]1[C:15]1[CH:16]=[C:17]([O:25][CH3:26])[C:18]([O:23][CH3:24])=[C:19]([O:21][CH3:22])[CH:20]=1. Reported procedure: The title compound was prepared by reacting the compound of Example 114 with 3-(N,N-dimethylamino)propyl chloride essentially as previously described mp 141° C., NMR, IR, MS 553, 555. Reactants: CN(N1C=C(C(C2=CC(=C(C(=C12)F)F)F)=O)C(=O)O)C (1-dimethylamino-6,7,8-trifluoro-1,4-dihydro-4-oxo-3-quinolinecarboxylic acid), N1CCNCC1 (piperazine), N1=CC=CC=C1 (pyridine), N1=CC=CC=C1 (pyridine), Cl (hydrochloric acid). Run in O (water). The product is Cl.CN(N1C=C(C(C2=CC(=C(C(=C12)F)N1CCNCC1)F)=O)C(=O)O)C (1-dimethylamino-6,8-difluoro-7-(1-piperazinyl)-1,4-dihydro-4-oxo-3-quinolinecarboxylic acid hydrochloride). Reaction SMILES: [CH3:1][N:2]([CH3:20])[N:3]1[C:12]2[C:7](=[CH:8][C:9]([F:15])=[C:10](F)[C:11]=2[F:13])[C:6](=[O:16])[C:5]([C:17]([OH:19])=[O:18])=[CH:4]1.[NH:21]1[CH2:26][CH2:25][NH:24][CH2:23][CH2:22]1.N1C=CC=CC=1.[ClH:33]>O>[ClH:33].[CH3:20][N:2]([CH3:1])[N:3]1[C:12]2[C:7](=[CH:8][C:9]([F:15])=[C:10]([N:21]3[CH2:26][CH2:25][NH:24][CH2:23][CH2:22]3)[C:11]=2[F:13])[C:6](=[O:16])[C:5]([C:17]([OH:19])=[O:18])=[CH:4]1 |f:5.6|. Reported procedure: A mixture of 2.86 g of 1-dimethylamino-6,7,8-trifluoro-1,4-dihydro-4-oxo-3-quinolinecarboxylic acid, 4.3 g of anhydrous piperazine and 30 ml of dry pyridine is heated at the boiling point under reflux for 6 hours. The pyridine is then stripped off in vacuo and 10 ml of water are added to the residue. The pH of the solution is brought to about 1 with concentrated hydrochloric acid and the precipitate is filtered off with suction in the cold and washed with a little ice-cold 10% strength hydrochlo... Starting materials: BrC=1C=C(C(=NC1)OC)C (5-bromo-2-methoxy-3-methyl-pyridine), C(#N)[Cu] (CuCN). Run in CCOC(=O)C (EtOAc), CN(C)C=O (DMF). The product is C(#N)C=1C=C(C(=NC1)OC)C (5-cyano-2-methoxy-3-methyl-pyridine). The yield is 91.8%. Reaction SMILES: Br[C:2]1[CH:3]=[C:4]([CH3:10])[C:5]([O:8][CH3:9])=[N:6][CH:7]=1.[C:11]([Cu])#[N:12]>CN(C=O)C.CCOC(C)=O>[C:11]([C:2]1[CH:3]=[C:4]([CH3:10])[C:5]([O:8][CH3:9])=[N:6][CH:7]=1)#[N:12]. Procedure details: To a solution of 5-bromo-2-methoxy-3-methyl-pyridine (1.0 g, 5.0 mmol) in DMF (10 ml) was added CuCN (0.534 g, 6.0 mmol) and the resulting mixture is heated at reflux for 28 h. After cooling to room temperature the mixture is diluted with EtOAc and washed with 10% ammonia solution followed by water and brine solution. The organic layer was separated, dried over MgSO4 and evaporated under reduced pressure. The residue was purified by flash chromatography (5% EtOAc/Hexane) to give 5-cyano-2-methox... Reactants: [N+](=O)([O-])[O-].[Ce+4].[NH4+].[N+](=O)([O-])[O-].[N+](=O)([O-])[O-].[N+](=O)([O-])[O-].[N+](=O)([O-])[O-] (ammonium cerium (IV) nitrate), ClC=1SC2=C(C1)CCCC2 (2-chloro-4,5,6,7-tetrahydro-1-benzothiophene), ice water. Solvent: O (water), C(C)(=O)O.O (acetic acid water). Reaction conditions: time 5 hour. The product is ClC=1SC2=C(C1)CCCC2=O (2-Chloro-5,6-dihydro-1-benzothiophen-7(4H)-one). RXN SMILES: [Cl:1][C:2]1[S:3][C:4]2[CH2:10][CH2:9][CH2:8][CH2:7][C:5]=2[CH:6]=1.[N+]([O-])([O-])=[O:12].[Ce+4].[NH4+].[N+]([O-])([O-])=O.[N+]([O-])([O-])=O.[N+]([O-])([O-])=O.[N+]([O-])([O-])=O>C(O)(=O)C.O.O>[Cl:1][C:2]1[S:3][C:4]2[C:10](=[O:12])[CH2:9][CH2:8][CH2:7][C:5]=2[CH:6]=1 |f:1.2.3.4.5.6.7,8.9|. Procedure details: 10.0 g (57.9 mmol) of 2-chloro-4,5,6,7-tetrahydro-1-benzothiophene are dissolved in acetic acid/water (247 ml/82 ml), 127 g (231 mmol) of ammonium cerium (IV) nitrate in water (50 ml) are added and the mixture is stirred at room temperature for 5 h. The reaction mixture is added to ice-water and extracted with dichloromethane. After washing with water, the organic phase is dried over sodium sulphate and concentrated under reduced pressure. This gives 5.60 g of 2-chloro-5,6-dihydro-1-benzothiophe... Reactants: NC1=C(C=C(C=C1[N+](=O)[O-])O)C (4-amino-3-methyl-5-nitrophenol), [H][H] (hydrogen), [H][H] (hydrogen). The reagents and catalysts are [Pd] (Pd/C). Solvent: CO (methanol). Yields the product NC=1C=C(C=C(C1N)C)O (3,4-diamino-5-methylphenol). As a reaction SMILES: [NH2:1][C:2]1[C:7]([N+:8]([O-])=O)=[CH:6][C:5]([OH:11])=[CH:4][C:3]=1[CH3:12].[H][H]>CO.[Pd]>[NH2:8][C:7]1[CH:6]=[C:5]([OH:11])[CH:4]=[C:3]([CH3:12])[C:2]=1[NH2:1]. Procedure: 2.00 g (11.06 mmol) 4-amino-3-methyl-5-nitrophenol were placed in 50 mL methanol and hydrogenated under a hydrogen atmosphere and with the addition of 1.00 g Pd/C (10%) at 50° C. and a hydrogen pressure of 5 bar until all the hydrogen had been taken up. The catalyst was filtered off and the filtrate was evaporated down i.vac. The reactants are ClC1=CC=C(C=N1)CNCC(CC1C(=CC(O1)=O)N1CCCC1)=C (5-[2-({[(6-chloropyridin-3-yl)methyl]amino}methyl)prop-2-en-1-yl]-4-pyrrolidin-1-ylfuran-2(5H)-one). The solvent is C(C)(=O)O (acetic acid). Product: ClC1=CC=C(C=N1)CN1C=2C(CC(C1)=C)OC(C2)=O (4-[(6-chloropyridin-3-yl)methyl]-6-methylene-5,6,7,7a-tetrahydrofuro[3,2-b]pyridin-2(4H)-one). Isolated yield 94.9%. As a reaction SMILES: [Cl:1][C:2]1[N:7]=[CH:6][C:5]([CH2:8][NH:9][CH2:10][C:11](=[CH2:24])[CH2:12][CH:13]2[O:17][C:16](=[O:18])[CH:15]=[C:14]2N2CCCC2)=[CH:4][CH:3]=1>C(O)(=O)C>[Cl:1][C:2]1[N:7]=[CH:6][C:5]([CH2:8][N:9]2[CH2:10][C:11](=[CH2:24])[CH2:12][CH:13]3[O:17][C:16](=[O:18])[CH:15]=[C:14]23)=[CH:4][CH:3]=1. Reported procedure: At 100° C., 540 mg (1.55 mmol) of 5-[2-({[(6-chloropyridin-3-yl)methyl]amino}methyl)prop-2-en-1-yl]-4-pyrrolidin-1-ylfuran-2(5H)-one (III-1) in 20 ml of acetic acid are stirred for 2 hours. The reaction mixture is concentrated under reduced pressure, the residue is taken up in dichloromethane and the mixture is washed with water. The aqueous phase is extracted twice with dichloromethane. The combined organic phase is washed with 1N aqueous sodium hydroxide solution, and the aqueous phase (sodium... Reactants: OC=1C=CC(=C(CO)C1)[N+](=O)[O-] (5-hydroxy-2-nitrobenzyl alcohol), C([O-])([O-])=O.[K+].[K+] (potassium carbonate), C(CCC)Br (1-butylbromide). Solvent: CN(C(C)=O)C (N,N-dimethylacetamide). Conditions: temperature 20 celsius, time 2 hour. The product is C(CCC)OC=1C=CC(=C(CO)C1)[N+](=O)[O-] (5-(1-Butyloxy)-2-nitrobenzyl alcohol). Reaction SMILES: [OH:1][C:2]1[CH:3]=[CH:4][C:5]([N+:10]([O-:12])=[O:11])=[C:6]([CH:9]=1)[CH2:7][OH:8].C(=O)([O-])[O-].[K+].[K+].[CH2:19](Br)[CH2:20][CH2:21][CH3:22]>CN(C)C(=O)C>[CH2:19]([O:1][C:2]1[CH:3]=[CH:4][C:5]([N+:10]([O-:12])=[O:11])=[C:6]([CH:9]=1)[CH2:7][OH:8])[CH2:20][CH2:21][CH3:22] |f:1.2.3|. Procedure: 5.1 g (30 mmol) of 5-hydroxy-2-nitrobenzyl alcohol were stirred with 2.5 g (18 mmol) of potassium carbonate and 25 ml of N,N-dimethylacetamide at 70°-80° C. for 30 minutes. After cooling to 20° C., 3.9 ml (36 mmol) of 1-butylbromide were added dropwise and the mixture was stirred at 90° C. for 2 hours. After cooling, the reaction mixture was concentrated in vacuo, the residue was treated with water and the pH was brought to 7 with 2N HCl. The oil obtained crystallizes after about 30 minutes; the...